describe an organic reaction: reactants, conditions, products, and yield From a dataset of the Open Reaction Database (ORD), a public repository of structured organic reaction records. The reactants are CC(=O)c1ccccn1, CCOC(=O)CP(=O)(OCC)OCC, Cc1ccccc1, [H-], O. The product is CCOC(=O)C=C(C)c1ccccn1. Reaction SMILES: [C:16]([CH3:17])(=[O:18])[c:19]1[n:20][cH:21][cH:22][cH:23][cH:24]1.[CH3:1][CH2:2][O:3][C:4](=[O:5])[CH2:6][P:7]([O:8][CH2:9][CH3:10])([O:11][CH2:12][CH3:13])=[O:14].[CH3:26][c:27]1[cH:28][cH:29][cH:30][cH:31][cH:32]1.[H-:15].[OH2:25]>>[CH3:1][CH2:2][O:3][C:4](=[O:5])[CH:6]=[C:16]([CH3:17])[c:19]1[n:20][cH:21][cH:22][cH:23][cH:24]1. The reactants are NC=1C=CC(=NC1)OC=1C=C2CCC(OC2=CC1)C1=CC=CC=C1 (5-amino-2-(2-phenylchroman-6-yloxy)pyridine), FC1=C(C=C(C=C1)F)C1OC2=CC=C(C=C2CC1)OC1=NC=C(C=C1)[N+](=O)[O-] (2-[2-(2,5-Difluorophenyl)chroman-6-yloxy]-5-nitropyridine). Yields the product FC1=C(C=C(C=C1)F)C1OC2=CC=C(C=C2CC1)OC1=CC=C(C=N1)N (6-[2-(2,5-Difluorophenyl)chroman-6-yloxy]-pyridin-3-ylamine). As a reaction SMILES: NC1C=CC(OC2C=C3C(=CC=2)OC(C2C=CC=CC=2)CC3)=NC=1.[F:25][C:26]1[CH:31]=[CH:30][C:29]([F:32])=[CH:28][C:27]=1[CH:33]1[CH2:42][CH2:41][C:40]2[C:35](=[CH:36][CH:37]=[C:38]([O:43][C:44]3[CH:49]=[CH:48][C:47]([N+:50]([O-])=O)=[CH:46][N:45]=3)[CH:39]=2)[O:34]1>>[F:25][C:26]1[CH:31]=[CH:30][C:29]([F:32])=[CH:28][C:27]=1[CH:33]1[CH2:42][CH2:41][C:40]2[C:35](=[CH:36][CH:37]=[C:38]([O:43][C:44]3[N:45]=[CH:46][C:47]([NH2:50])=[CH:48][CH:49]=3)[CH:39]=2)[O:34]1. Procedure: 6-[2-(2,5-Difluorophenyl)chroman-6-yloxy]-pyridin-3-ylamine was prepared as described for 5-amino-2-(2-phenylchroman-6-yloxy)pyridine in Example 26 starting from 830 mg of 2-[2-(2,5-Difluorophenyl)chroman-6-yloxy]-5-nitropyridine (Example 14(d)). 1H NMR (300 MHz, d6-DMSO) δ: 7.51 (d, 1H, J 2.9 Hz), 7.36-7.25 (m, 3H), 7.05 (dd, 1H, J 8.6, 2.9 Hz), 6.84-6.68 (m, 4H), 5.29 (d, 1H, J 8.6), 4.99 (s, 2H), 2.96 (m, 1H), 2.72 (m, 1H), 2.14 (m, 1H), 2.01 (m, 1H). The reactants are COC(=O)c1[nH]nc(C(=O)O)c1OCc1ccccc1, CNCC(O)c1ccccn1, CNCC(O)c1cccnc1. Product: COC(=O)c1n[nH]c(C(=O)N(C)CC(O)c2ccccn2)c1OCc1ccccc1. As a reaction SMILES: [CH2:1]([c:2]1[cH:3][cH:4][cH:5][cH:6][cH:7]1)[O:8][c:9]1[c:10]([C:18](=[O:19])[OH:20])[n:11][nH:12][c:13]1[C:14](=[O:15])[O:16][CH3:17].[n:21]1[c:22]([CH:27]([CH2:28][NH:29][CH3:30])[OH:31])[cH:23][cH:24][cH:25][cH:26]1.[n:32]1[cH:33][cH:34][cH:35][c:36]([CH:37]([OH:38])[CH2:39][NH:40][CH3:41])[cH:42]1>>[CH2:1]([c:2]1[cH:3][cH:4][cH:5][cH:6][cH:7]1)[O:8][c:9]1[c:10]([C:18](=[O:20])[N:29]([CH2:28][CH:27]([c:22]2[n:21][cH:26][cH:25][cH:24][cH:23]2)[OH:31])[CH3:30])[nH:11][n:12][c:13]1[C:14](=[O:15])[O:16][CH3:17]. Starting materials: N(=C=O)CCC[Si](OCC)(OCC)OCC (isocyanatopropyltriethoxysilane), NC1CC(NC(C1)(C)C)(C)C (4-amino-2,2,6,6-tetramethylpiperidine). The solvent is ClCCl (dichloromethane), ClCCl (dichloromethane). Reaction conditions: time 18 hour. The product is CC1(NC(CC(C1)NC(=O)NCCC[Si](OCC)(OCC)OCC)(C)C)C (N-(2,2,6,6-tetramethyl-4-piperidinyl)-N′-[3-(triethoxysilyl)propyl]urea). Reaction SMILES: [N:1]([CH2:4][CH2:5][CH2:6][Si:7]([O:14][CH2:15][CH3:16])([O:11][CH2:12][CH3:13])[O:8][CH2:9][CH3:10])=[C:2]=[O:3].[NH2:17][CH:18]1[CH2:23][C:22]([CH3:25])([CH3:24])[NH:21][C:20]([CH3:27])([CH3:26])[CH2:19]1>ClCCl>[CH3:26][C:20]1([CH3:27])[CH2:19][CH:18]([NH:17][C:2]([NH:1][CH2:4][CH2:5][CH2:6][Si:7]([O:14][CH2:15][CH3:16])([O:8][CH2:9][CH3:10])[O:11][CH2:12][CH3:13])=[O:3])[CH2:23][C:22]([CH3:25])([CH3:24])[NH:21]1. Procedure details: 59.5 g (0.228 mol) of isocyanatopropyltriethoxysilane were initially charged in 50 ml of dichloromethane (abs.) and admixed with 35.63 g (0.228 mol) of 4-amino-2,2,6,6-tetramethylpiperidine in 30 ml of dichloromethane by dropwise addition at 20-40° C. and stirring for 18 h. Removal of the solvent in vacuo left 97.62 g of N-(2,2,6,6-tetramethyl-4-piperidinyl)-N′-[3-(triethoxysilyl)propyl]urea with residual traces of solvent as a colorless oil. The product was characterized using 1H NMR. The product is CCOC(=O)N1CCC(N(Cc2ccccc2)Cc2ccccc2)C(OC)C1. The reactants are CCOC(=O)N1CCC(NCc2ccccc2)C(OC)C1, Cc1ccccc1, ClCc1ccccc1, [Na+], [Na+], O=C([O-])[O-]. RXN SMILES: [CH3:1][O:2][CH:3]1[CH2:4][N:5]([C:17](=[O:18])[O:19][CH2:20][CH3:21])[CH2:6][CH2:7][CH:8]1[NH:9][CH2:10][c:11]1[cH:12][cH:13][cH:14][cH:15][cH:16]1.[CH3:36][c:37]1[cH:38][cH:39][cH:40][cH:41][cH:42]1.[Cl:22][CH2:23][c:24]1[cH:25][cH:26][cH:27][cH:28][cH:29]1.[Na+:30].[Na+:31].[O-:32][C:33](=[O:34])[O-:35]>>[CH3:1][O:2][CH:3]1[CH2:4][N:5]([C:17](=[O:18])[O:19][CH2:20][CH3:21])[CH2:6][CH2:7][CH:8]1[N:9]([CH2:10][c:11]1[cH:12][cH:13][cH:14][cH:15][cH:16]1)[CH2:23][c:24]1[cH:25][cH:26][cH:27][cH:28][cH:29]1.